This data is from the Open Reaction Database (ORD), a public repository of structured organic reaction records. The task is: describe an organic reaction: reactants, conditions, products, and yield The reactants are O=C([O-])[O-], COc1cc(CCc2cc(NC(=O)c3ccc(F)cc3)[nH]n2)cc(OC)c1, CC1(C)CNCCN1, CS(C)=O, [K+], [K+]. Yields the product COc1cc(CCc2cc(NC(=O)c3ccc(N4CCNC(C)(C)C4)cc3)[nH]n2)cc(OC)c1. Reaction SMILES: [C:36](=[O:37])([O-:38])[O-:39].[CH3:1][O:2][c:3]1[cH:4][c:5]([CH2:11][CH2:12][c:13]2[cH:14][c:15]([NH:18][C:19]([c:20]3[cH:21][cH:22][c:23]([F:26])[cH:24][cH:25]3)=[O:27])[nH:16][n:17]2)[cH:6][c:7]([O:9][CH3:10])[cH:8]1.[CH3:28][C:29]1([CH3:35])[NH:30][CH2:31][CH2:32][NH:33][CH2:34]1.[CH3:42][S:43]([CH3:44])=[O:45].[K+:40].[K+:41]>>[CH3:1][O:2][c:3]1[cH:4][c:5]([CH2:11][CH2:12][c:13]2[cH:14][c:15]([NH:18][C:19]([c:20]3[cH:21][cH:22][c:23]([N:33]4[CH2:32][CH2:31][NH:30][C:29]([CH3:28])([CH3:35])[CH2:34]4)[cH:24][cH:25]3)=[O:27])[nH:16][n:17]2)[cH:6][c:7]([O:9][CH3:10])[cH:8]1. Starting materials: CC[N+](CC)(CC)Cc1ccccc1, BrC(Br)Br, [Cl-], ClCCl, O=N[O-], COC(=O)CSc1nnc(N)n1-c1ccc(C2CC2)c2ccccc12, [Na+], O=C(O)C(Cl)Cl. Product: COC(=O)CSc1nnc(Br)n1-c1ccc(C2CC2)c2ccccc12. As a reaction SMILES: [CH2:44]([N+:45]([CH2:46][CH3:47])([CH2:48][CH3:49])[CH2:50][CH3:51])[c:52]1[cH:53][cH:54][cH:55][cH:56][cH:57]1.[CH:39]([Br:40])([Br:41])[Br:42].[Cl-:43].[Cl:36][CH2:37][Cl:38].[N:1]([O-:2])=[O:3].[NH2:5][c:6]1[n:7](-[c:17]2[cH:18][cH:19][c:20]([CH:27]3[CH2:28][CH2:29]3)[c:21]3[cH:22][cH:23][cH:24][cH:25][c:26]23)[c:8]([S:11][CH2:12][C:13](=[O:14])[O:15][CH3:16])[n:9][n:10]1.[Na+:4].[OH:30][C:31]([CH:32]([Cl:33])[Cl:34])=[O:35]>>[c:6]1([Br:40])[n:7](-[c:17]2[cH:18][cH:19][c:20]([CH:27]3[CH2:28][CH2:29]3)[c:21]3[cH:22][cH:23][cH:24][cH:25][c:26]23)[c:8]([S:11][CH2:12][C:13](=[O:14])[O:15][CH3:16])[n:9][n:10]1. Starting materials: C(CCC)[Li] (n-butyllithium), BrC1=C(C=C(C=C1)I)OC (1-bromo-4-iodo-2-methoxybenzene), O1CC(C1)=O (3-oxetanone). Run in CCOCC (ether). Conditions: time 10 minute. Yields the product BrC1=C(C=C(C=C1)C1(COC1)O)OC (3-(4-BROMO-3-METHOXYPHENYL)OXETAN-3-OL). As a reaction SMILES: [Br:1][C:2]1[CH:7]=[CH:6][C:5](I)=[CH:4][C:3]=1[O:9][CH3:10].C([Li])CCC.[O:16]1[CH2:19][C:18](=[O:20])[CH2:17]1>CCOCC>[Br:1][C:2]1[CH:7]=[CH:6][C:5]([C:18]2([OH:20])[CH2:19][O:16][CH2:17]2)=[CH:4][C:3]=1[O:9][CH3:10]. Procedure: A solution of 1-bromo-4-iodo-2-methoxybenzene (Combi-Blocks, 3.00 g, 9.59 mmol) in 40 mL ether was cooled to −78° C. and was treated with n-butyllithium (4.22 ml, 10.55 mmol). After stirring for 10 minutes, the reaction mixture was quenched with 3-oxetanone (0.967 ml, 13.42 mmol), and the cooling bath was removed. After stirring for an additional hour, LC/MS showed mostly product, so the reaction mixture was washed with 1N citric acid solution, the organics dried over MgSO4 and concentrated. Thi... The reactants are C(C1=CC=CC=C1)OC(N(C1CCCCC1)CC1=CC=C(C=C1)NC(C1=CC=C(C=C1)CN(CC=1NC=CN1)CC=1NC=CN1)=O)=O ([4-(4-{[bis(1H-imidazol-2-ylmethyl)amino]methyl}benzoylamino)benzyl]cyclohexyl carbamic acid benzyl ester), [H][H] (hydrogen). The reagents and catalysts are [C].[Pd] (palladium-carbon). Run in CO (methanol), C(C)O (ethanol). Reaction conditions: time 3 hour. The product is N1C(=NC=C1)CN(CC=1NC=CN1)CC1=CC=C(C(=O)NC2=CC=C(C=C2)CNC2CCCCC2)C=C1 (4-{[bis(1H-imidazol-2-ylmethyl)-amino]-methyl}-N-(4-cyclohexylaminomethylphenyl)-benzamide). RXN SMILES: C(OC(=O)[N:10]([CH2:17][C:18]1[CH:23]=[CH:22][C:21]([NH:24][C:25](=[O:46])[C:26]2[CH:31]=[CH:30][C:29]([CH2:32][N:33]([CH2:40][C:41]3[NH:42][CH:43]=[CH:44][N:45]=3)[CH2:34][C:35]3[NH:36][CH:37]=[CH:38][N:39]=3)=[CH:28][CH:27]=2)=[CH:20][CH:19]=1)[CH:11]1[CH2:16][CH2:15][CH2:14][CH2:13][CH2:12]1)C1C=CC=CC=1.[H][H]>CO.C(O)C.[C].[Pd]>[NH:36]1[CH:37]=[CH:38][N:39]=[C:35]1[CH2:34][N:33]([CH2:32][C:29]1[CH:30]=[CH:31][C:26]([C:25]([NH:24][C:21]2[CH:22]=[CH:23][C:18]([CH2:17][NH:10][CH:11]3[CH2:12][CH2:13][CH2:14][CH2:15][CH2:16]3)=[CH:19][CH:20]=2)=[O:46])=[CH:27][CH:28]=1)[CH2:40][C:41]1[NH:45][CH:44]=[CH:43][N:42]=1 |f:4.5|. Procedure details: The compound (282 mg) obtained in Example 88-1 was dissolved in methanol (14 ml). After having been cooled with ice, the solution was added with a suspension of 10% palladium-carbon (140 mg) in ethanol (3.0 ml). After having been subjected to hydrogen displacement, the mixture was stirred under a hydrogen atmosphere at room temperature for 3 hours. After the reaction, the reaction solution was filtrated through Celite and the solvent was then distilled off. Then, the residue was purified through... The reactants are C=C(C=O)C(CC(C)(C)C)C ([rac]-2-Methylene-3,5,5-trimethylhexanal). Reagents/catalysts: [Pd] (Pd on carbon). Product: CC(C=O)C(CC(C)(C)C)C (2,3,5,5-Tetramethylhexanal). Yield: 95.9%. Reaction SMILES: [CH2:1]=[C:2]([CH:5]([CH3:11])[CH2:6][C:7]([CH3:10])([CH3:9])[CH3:8])[CH:3]=[O:4]>[Pd]>[CH3:1][CH:2]([CH:5]([CH3:11])[CH2:6][C:7]([CH3:8])([CH3:10])[CH3:9])[CH:3]=[O:4]. Procedure details: 235 g of the propenal from Example 71 (1.48 moles) were hydrogenated on a Parr shaker with 2.5 g of 5% Pd on carbon. The resulting propanal, 231.8 g, was distilled to afford 221.7 g of purified product (96% yield). BP 59° C./5 mmHg; 1H-NMR (300 MHz), spectra consistent with assigned structures; 13C-NMR (75 MHz), spectra consistent with assigned structures; IR (Neat), 2980, 2700, 1730, 1480, 1370; MS (m/e), 141 (M+ -15), 123, 98, 83, 57 (Base); Starting materials: Cc1noc(C(CCCC2CCCCC2)CC(=O)OC(C)(C)C)n1, O=C(O)C(F)(F)F. The product is Cc1noc(C(CCCC2CCCCC2)CC(=O)O)n1. RXN SMILES: [CH:1]1([CH2:7][CH2:8][CH2:9][CH:10]([CH2:11][C:12](=[O:13])[O:14][C:15]([CH3:16])([CH3:17])[CH3:18])[c:19]2[n:20][c:21]([CH3:24])[n:22][o:23]2)[CH2:2][CH2:3][CH2:4][CH2:5][CH2:6]1.[OH:25][C:26]([C:27]([F:28])([F:29])[F:30])=[O:31]>>[CH:1]1([CH2:7][CH2:8][CH2:9][CH:10]([CH2:11][C:12](=[O:13])[OH:14])[c:19]2[n:20][c:21]([CH3:24])[n:22][o:23]2)[CH2:2][CH2:3][CH2:4][CH2:5][CH2:6]1. Reactants: Cl.C(C1=CC=CC=C1)(=N)N (benzamidine hydrochloride), C([O-])([O-])=O.[K+].[K+] (potassium carbonate), BrC(C(=O)C1=CC=CC2=CC=CC=C12)C (2-bromo-1′-propionaphthone), BrC(C(=O)C1=CC=CC2=CC=CC=C12)C (2-bromo-1′-propionaphthone). The solvent is O1CCCC1 (tetrahydrofuran). Product: C1(=CC=CC=C1)C=1NC(=C(N1)C1=CC=CC2=CC=CC=C12)C (2-phenyl-4-(1-naphthyl)-5-methylimidazole). As a reaction SMILES: Cl.[C:2]([NH2:10])(=[NH:9])[C:3]1[CH:8]=[CH:7][CH:6]=[CH:5][CH:4]=1.C(=O)([O-])[O-].[K+].[K+].Br[CH:18]([CH3:31])[C:19]([C:21]1[C:30]2[C:25](=[CH:26][CH:27]=[CH:28][CH:29]=2)[CH:24]=[CH:23][CH:22]=1)=O>O1CCCC1>[C:3]1([C:2]2[NH:9][C:18]([CH3:31])=[C:19]([C:21]3[C:30]4[C:25](=[CH:26][CH:27]=[CH:28][CH:29]=4)[CH:24]=[CH:23][CH:22]=3)[N:10]=2)[CH:8]=[CH:7][CH:6]=[CH:5][CH:4]=1 |f:0.1,2.3.4|. Procedure: A suspension consisting of 50.1 g (0.32 mol) of benzamidine hydrochloride, 133 g (0.96 mol) of potassium carbonate, and 250 mL of tetrahydrofuran was heated under reflux for one hour, and the foregoing toluene solution of 2-bromo-1′-propionaphthone was added dropwise over 50 minutes. After completion of addition, heated under reflux for 2 hours. Next, the reaction mixture was concentrated in vacuo, the resulting concentrate was diluted with 200 mL of toluene, and the solution was poured into 600...